From a dataset of the Open Reaction Database (ORD), a public repository of structured organic reaction records. describe an organic reaction: reactants, conditions, products, and yield The reactants are C#CCOC1C(NC(=O)Cc2ccccc2)C(=O)N1C(C(=O)OC(c1ccccc1)c1ccccc1)=C(C)C, CO, CCOC(C)=O, O, O=S(=O)(O)O. The product is CC(=O)COC1C(NC(=O)Cc2ccccc2)C(=O)N1C(C(=O)OC(c1ccccc1)c1ccccc1)=C(C)C. As a reaction SMILES: [CH2:1]([C:2]#[CH:3])[O:4][CH:5]1[CH:6]([NH:30][C:31]([CH2:32][c:33]2[cH:34][cH:35][cH:36][cH:37][cH:38]2)=[O:39])[C:7](=[O:29])[N:8]1[C:9]([C:10](=[O:11])[O:12][CH:13]([c:14]1[cH:15][cH:16][cH:17][cH:18][cH:19]1)[c:20]1[cH:21][cH:22][cH:23][cH:24][cH:25]1)=[C:26]([CH3:27])[CH3:28].[CH3:41][OH:42].[CH3:48][CH2:49][O:50][C:51](=[O:52])[CH3:53].[OH2:40].[S:43](=[O:44])(=[O:45])([OH:46])[OH:47]>>[CH2:1]([C:2]([CH3:3])=[O:40])[O:4][CH:5]1[CH:6]([NH:30][C:31]([CH2:32][c:33]2[cH:34][cH:35][cH:36][cH:37][cH:38]2)=[O:39])[C:7](=[O:29])[N:8]1[C:9]([C:10](=[O:11])[O:12][CH:13]([c:14]1[cH:15][cH:16][cH:17][cH:18][cH:19]1)[c:20]1[cH:21][cH:22][cH:23][cH:24][cH:25]1)=[C:26]([CH3:27])[CH3:28]. Starting materials: CC1(OB(OC1(C)C)C=1C=NNC1)C (4-(4,4,5,5-tetramethyl-1,3,2-dioxaborolan-2-yl)-1H-pyrazole), C(C)#N (acetonitrile), C1(CCC1)/C=C/C#N ((E)-3-cyclobutylacrylonitrile), N12CCCCCC2=NCCC1 (1,8-diazabicyclo[5.4.0]undec-7-ene). Reaction conditions: time 8 hour. The product is C1(CCC1)C(CC#N)N1N=CC(=C1)B1OC(C(O1)(C)C)(C)C (3-cyclobutyl-3-(4-(4,4,5,5-tetramethyl-1,3,2-dioxaborolan-2-yl)-1H-pyrazol-1-yl)propanenitrile), mixture. The yield is 75.2%. RXN SMILES: [CH3:1][C:2]1([CH3:14])[C:6]([CH3:8])([CH3:7])[O:5][B:4]([C:9]2[CH:10]=[N:11][NH:12][CH:13]=2)[O:3]1.C(#N)C.[CH:18]1(/[CH:22]=[CH:23]/[C:24]#[N:25])[CH2:21][CH2:20][CH2:19]1.N12CCCN=C1CCCCC2>>[CH:18]1([CH:22]([N:12]2[CH:13]=[C:9]([B:4]3[O:5][C:6]([CH3:7])([CH3:8])[C:2]([CH3:14])([CH3:1])[O:3]3)[CH:10]=[N:11]2)[CH2:23][C:24]#[N:25])[CH2:21][CH2:20][CH2:19]1. Reported procedure: To a solution of 4-(4,4,5,5-tetramethyl-1,3,2-dioxaborolan-2-yl)-1H-pyrazole (9.63 g, 0.0496 mol) in acetonitrile (124 mL, 2.37 mol) was added (E)-3-cyclobutylacrylonitrile (5.30 g, 0.0495 mol), followed by 1,8-diazabicyclo[5.4.0]undec-7-ene (3.70 mL, 0.0248 mol). The resulting mixture was stirred at room temperature overnight, then evaporated to dryness. The mixture was purified on silica gel, eluting with 0 to 80% EtOAc in hexanes, to give the desired product as a racemic mixture (11.2 g, 75.2... The reactants are CC(OCC1(c2ccc(F)cc2)CCN(C(=O)OC(C)(C)C)CC1)c1cc(Cl)cc2c(Cl)n[nH]c12, O=C(O)C(F)(F)F. Yields the product CC(OCC1(c2ccc(F)cc2)CCNCC1)c1cc(Cl)cc2c(Cl)n[nH]c12. Reaction SMILES: [Cl:1][c:2]1[n:3][nH:4][c:5]2[c:6]([CH:12]([CH3:13])[O:14][CH2:15][C:16]3([c:29]4[cH:30][cH:31][c:32]([F:35])[cH:33][cH:34]4)[CH2:17][CH2:18][N:19]([C:22]([O:23][C:24]([CH3:25])([CH3:26])[CH3:27])=[O:28])[CH2:20][CH2:21]3)[cH:7][c:8]([Cl:11])[cH:9][c:10]12.[OH:36][C:37]([C:38]([F:39])([F:40])[F:41])=[O:42]>>[Cl:1][c:2]1[n:3][nH:4][c:5]2[c:6]([CH:12]([CH3:13])[O:14][CH2:15][C:16]3([c:29]4[cH:30][cH:31][c:32]([F:35])[cH:33][cH:34]4)[CH2:17][CH2:18][NH:19][CH2:20][CH2:21]3)[cH:7][c:8]([Cl:11])[cH:9][c:10]12. Starting materials: O=C1CCC1, [BH3-]C#N, ClCCl, CN(C)C=O, CO, CC(=O)O, O=C(O)C(F)(F)F, O=C1CCC(c2ccc(OC3CCNCC3)cc2F)=NN1, [Na+], [Na+], O=C([O-])O. Yields the product O=C1CCC(c2ccc(OC3CCN(C4CCC4)CC3)cc2F)=NN1. Reaction SMILES: [C:34]1(=[O:38])[CH2:35][CH2:36][CH2:37]1.[C:39]([BH3-:40])#[N:41].[CH2:45]([Cl:46])[Cl:47].[CH3:29][N:30]([CH3:31])[CH:32]=[O:33].[CH3:43][OH:44].[CH3:53][C:54](=[O:55])[OH:56].[F:1][C:2]([F:3])([F:4])[C:5]([OH:6])=[O:7].[F:8][c:9]1[c:10]([C:22]2=[N:27][NH:26][C:25](=[O:28])[CH2:24][CH2:23]2)[cH:11][cH:12][c:13]([O:15][CH:16]2[CH2:17][CH2:18][NH:19][CH2:20][CH2:21]2)[cH:14]1.[Na+:42].[Na+:52].[O-:48][C:49]([OH:50])=[O:51]>>[F:8][c:9]1[c:10]([C:22]2=[N:27][NH:26][C:25](=[O:28])[CH2:24][CH2:23]2)[cH:11][cH:12][c:13]([O:15][CH:16]2[CH2:17][CH2:18][N:19]([CH:34]3[CH2:35][CH2:36][CH2:37]3)[CH2:20][CH2:21]2)[cH:14]1. Reactants: N[C@@H](CO)CC1=CC=CC=C1 ((R)-(+)-2-amino-3-phenylpropanol), C1(OCCO1)=O (ethylene carbonate), C(C)(=O)OCC.O (ethyl acetate water). Run in C1(=CC=CC=C1)C (toluene). Product: C(C1=CC=CC=C1)[C@H]1NC(OC1)=O ((R)-4-benzyloxazolidin-2-one). The yield is 78.2%. As a reaction SMILES: [NH2:1][C@H:2]([CH2:5][C:6]1[CH:11]=[CH:10][CH:9]=[CH:8][CH:7]=1)[CH2:3][OH:4].[C:12]1(=O)OCC[O:13]1.C(OCC)(=O)C.O>C1(C)C=CC=CC=1>[CH2:5]([C@@H:2]1[CH2:3][O:4][C:12](=[O:13])[NH:1]1)[C:6]1[CH:11]=[CH:10][CH:9]=[CH:8][CH:7]=1 |f:2.3|. Procedure details: 3 g of (R)-(+)-2-amino-3-phenylpropanol and 1.8 g of ethylene carbonate in 50 ml toluene in a round bottom flask equipped with a Dean-Stark trap was refluxed for 24 hrs. The reaction mixture was poured into ethyl acetate/water mixture and the aqueous layer was extracted with ethyl acetate. The combined organic extracts were washed with water, followed by brine, dried and concentrated. Kugelrohr distillation at 150°-160° C./0.5 mm Hg provided 2.75 g (75%) of an oil. Starting materials: C1(=CC=CC=C1)S (thiophenol), C1(=CC=CC=C1)S(=O)Cl (benzenesulphinic acid chloride), S(O)(O)(=O)=O (sulphuric acid). The solvent is CCOCC (ether), N1=CC=CC=C1 (pyridine), CCOCC (ether). Conditions: time 10 minute. The product is C1(=CC=CC=C1)SS(=O)C1=CC=CC=C1 (Benzenethiosulphinic acid S-phenyl ester). RXN SMILES: [C:1]1([SH:7])[CH:6]=[CH:5][CH:4]=[CH:3][CH:2]=1.[C:8]1([S:14](Cl)=[O:15])[CH:13]=[CH:12][CH:11]=[CH:10][CH:9]=1.S(=O)(=O)(O)O>CCOCC.N1C=CC=CC=1>[C:1]1([S:7][S:14]([C:8]2[CH:13]=[CH:12][CH:11]=[CH:10][CH:9]=2)=[O:15])[CH:6]=[CH:5][CH:4]=[CH:3][CH:2]=1. Reported procedure: To a solution of 2.2 g. (20 mmol) thiophenol in 30 ml. dry ether one adds 1.8 g. pyridine and adds dropwise thereto, with cooling, a solution of 3.2 g. (20 mmol) benzenesulphinic acid chloride in 20 ml. dry ether. One allows to stir further for 10 min., pours into dil. sulphuric acid, separates off the organic phase, dries and evaporates. There remain 3.2 g. of the title compound (68% of theory) of the m.p. 69°-70° C. (from ligroin). Reactants: NC=1SC2=C(N1)C(=CC=C2N2CCOCC2)OC (2-amino-4-methoxy-7-morpholin-4-yl-benzothiazol), C(=O)(Cl)Cl (phosgene), N1CCOCC1 (morpholine). The product is COC1=CC=C(C2=C1N=C(S2)NC(=O)N2CCOCC2)N2CCOCC2 (Morpholine-4-carboxylic acid (4-methoxy-7-morpholin-4-yl-benzothiazol-2-yl)-amide). Isolated yield 25.0%. RXN SMILES: [NH2:1][C:2]1[S:3][C:4]2[C:10]([N:11]3[CH2:16][CH2:15][O:14][CH2:13][CH2:12]3)=[CH:9][CH:8]=[C:7]([O:17][CH3:18])[C:5]=2[N:6]=1.[C:19](Cl)(Cl)=[O:20].[NH:23]1[CH2:28][CH2:27][O:26][CH2:25][CH2:24]1>>[CH3:18][O:17][C:7]1[C:5]2[N:6]=[C:2]([NH:1][C:19]([N:23]3[CH2:28][CH2:27][O:26][CH2:25][CH2:24]3)=[O:20])[S:3][C:4]=2[C:10]([N:11]2[CH2:16][CH2:15][O:14][CH2:13][CH2:12]2)=[CH:9][CH:8]=1. Procedure: Conversion of 2-amino-4-methoxy-7-morpholin-4-yl-benzothiazol (100 mg, 0.377 mg) with phosgene (20% in toluene, 0.2 ml) and morpholine (0.041 ml, 0.47 mmol) using the general procedure D affords the product as white solid in 25% yield. MS: m/e=379 (M+H+).